From a dataset of the Open Reaction Database (ORD), a public repository of structured organic reaction records. describe an organic reaction: reactants, conditions, products, and yield Reactants: Cc1cccc(C#N)c1CNc1cccn2c(C)c(C)nc12, [H][H], N. The product is Cc1cccc(CN)c1CNc1cccn2c(C)c(C)nc12. RXN SMILES: [C:1](#[N:2])[c:3]1[c:4]([CH2:5][NH:6][c:7]2[c:8]3[n:9]([cH:10][cH:11][cH:12]2)[c:13]([CH3:17])[c:14]([CH3:16])[n:15]3)[c:18]([CH3:22])[cH:19][cH:20][cH:21]1.[H:23][H:24].[NH3:25]>>[CH2:1]([NH2:2])[c:3]1[c:4]([CH2:5][NH:6][c:7]2[c:8]3[n:9]([cH:10][cH:11][cH:12]2)[c:13]([CH3:17])[c:14]([CH3:16])[n:15]3)[c:18]([CH3:22])[cH:19][cH:20][cH:21]1. The reactants are CCOC(C)=O, Cl, Cl, CON, CCCc1c(Cc2ccc(-c3ccccc3-c3noc(=O)[nH]3)cc2)c(=O)n(C2CCC(=O)CC2)c2ncnn12, O, c1ccncc1. Product: CCCc1c(Cc2ccc(-c3ccccc3-c3noc(=O)[nH]3)cc2)c(=O)n(C2CCC(=NOC)CC2)c2ncnn12. As a reaction SMILES: [CH3:52][CH2:53][O:54][C:55](=[O:56])[CH3:57].[ClH:40].[ClH:50].[NH2:41][O:42][CH3:43].[O:1]=[C:2]1[CH2:3][CH2:4][CH:5]([n:8]2[c:9]3[n:10]([c:11]([CH2:34][CH2:35][CH3:36])[c:12]([CH2:15][c:16]4[cH:17][cH:18][c:19](-[c:22]5[c:23](-[c:28]6[n:29][o:30][c:31](=[O:33])[nH:32]6)[cH:24][cH:25][cH:26][cH:27]5)[cH:20][cH:21]4)[c:13]2=[O:14])[n:37][cH:38][n:39]3)[CH2:6][CH2:7]1.[OH2:51].[cH:44]1[cH:45][cH:46][n:47][cH:48][cH:49]1>>[C:2]1(=[N:41][O:42][CH3:43])[CH2:3][CH2:4][CH:5]([n:8]2[c:9]3[n:10]([c:11]([CH2:34][CH2:35][CH3:36])[c:12]([CH2:15][c:16]4[cH:17][cH:18][c:19](-[c:22]5[c:23](-[c:28]6[n:29][o:30][c:31](=[O:33])[nH:32]6)[cH:24][cH:25][cH:26][cH:27]5)[cH:20][cH:21]4)[c:13]2=[O:14])[n:37][cH:38][n:39]3)[CH2:6][CH2:7]1. Starting materials: CCCCc1ccc(S(=O)(=O)Cl)cc1, Cl, Cl, c1cc2c(cc1OCCCN1CCCCC1)CNCC2. Product: CCCCc1ccc(S(=O)(=O)N2CCc3ccc(OCCCN4CCCCC4)cc3C2)cc1. Reaction SMILES: [CH2:23]([CH2:24][CH2:25][CH3:26])[c:27]1[cH:28][cH:29][c:30]([S:33](=[O:34])(=[O:35])[Cl:36])[cH:31][cH:32]1.[ClH:1].[ClH:2].[N:3]1([CH2:9][CH2:10][CH2:11][O:12][c:13]2[cH:14][cH:15][c:16]3[c:21]([cH:22]2)[CH2:20][NH:19][CH2:18][CH2:17]3)[CH2:4][CH2:5][CH2:6][CH2:7][CH2:8]1>>[N:3]1([CH2:9][CH2:10][CH2:11][O:12][c:13]2[cH:14][cH:15][c:16]3[c:21]([cH:22]2)[CH2:20][N:19]([S:33]([c:30]2[cH:29][cH:28][c:27]([CH2:23][CH2:24][CH2:25][CH3:26])[cH:32][cH:31]2)(=[O:34])=[O:35])[CH2:18][CH2:17]3)[CH2:4][CH2:5][CH2:6][CH2:7][CH2:8]1. Reactants: NC1=CC=C(C=C1)N1C2=C(NC(CC1=O)=O)C1=CC=CC=C1C=C2 (5-(4-aminophenyl)-1H-naphtho[1,2-b][1,4]diazepine-2,4(3H,5H)-dione), C(C1=CC=CC=C1)(=O)NC1=CC=C(C=C1)N1C2=C(NC(CC1=O)=O)C1=CC=CC=C1C=C2 (5-(4-Benzoylaminophenyl)-1H-naphtho[1,2-b][1,4]diazepine-2,4(3H,5H)-dione), CC1=C(C(=O)Cl)C=CC=C1C (2,3-dimethylbenzoyl chloride). Yields the product CC1=C(C(=O)NC2=CC=C(C=C2)N2C3=C(NC(CC2=O)=O)C2=CC=CC=C2C=C3)C=CC=C1C (5-[4-(2,3-Dimethylbenzoylamino)phenyl]1H-naphtho[1,2-b][1,4]diazepine-2,4(3H,5H)-dione). Yield: 10.5%. Reaction SMILES: [NH2:1][C:2]1[CH:7]=[CH:6][C:5]([N:8]2[C:14](=[O:15])[CH2:13][C:12](=[O:16])[NH:11][C:10]3[C:17]4[C:22]([CH:23]=[CH:24][C:9]2=3)=[CH:21][CH:20]=[CH:19][CH:18]=4)=[CH:4][CH:3]=1.[CH3:25][C:26]1[C:34]([CH3:35])=[CH:33][CH:32]=[CH:31][C:27]=1[C:28](Cl)=[O:29].C(NC1C=CC(N2C(=O)CC(=O)NC3C4C(C=CC2=3)=CC=CC=4)=CC=1)(=O)C1C=CC=CC=1>>[CH3:25][C:26]1[C:34]([CH3:35])=[CH:33][CH:32]=[CH:31][C:27]=1[C:28]([NH:1][C:2]1[CH:7]=[CH:6][C:5]([N:8]2[C:14](=[O:15])[CH2:13][C:12](=[O:16])[NH:11][C:10]3[C:17]4[C:22]([CH:23]=[CH:24][C:9]2=3)=[CH:21][CH:20]=[CH:19][CH:18]=4)=[CH:4][CH:3]=1)=[O:29]. Procedure details: By using 5-(4-aminophenyl)-1H-naphtho[1,2-b][1,4]diazepine-2,4(3H,5H)-dione (30 mg, 0.095 mmol) obtained in Example 1, (3), and 2,3-dimethylbenzoyl chloride (0.143 mmol), the title compound (4.5 mg, yield 11%) was obtained in the same manner as that of Example 1, (4). Starting materials: CO, CN1CCN(c2ccc([N+](=O)[O-])cc2)CC1, [H][H]. Product: CN1CCN(c2ccc(N)cc2)CC1. Reaction SMILES: [CH3:19][OH:20].[CH3:1][N:2]1[CH2:3][CH2:4][N:5]([c:8]2[cH:9][cH:10][c:11]([N+:14]([O-:15])=[O:16])[cH:12][cH:13]2)[CH2:6][CH2:7]1.[H:17][H:18]>>[CH3:1][N:2]1[CH2:3][CH2:4][N:5]([c:8]2[cH:9][cH:10][c:11]([NH2:14])[cH:12][cH:13]2)[CH2:6][CH2:7]1. Reactants: Cl (hydrochloric acid), C(C)(=O)NCC1=CC(=C(C=C1)C)Cl (4-acetamidomethyl-2-chlorotoluene). Run in C(C)O (ethanol). Product: Cl.NCC1=CC(=C(C=C1)C)Cl (4-aminomethyl-2-chlorotoluene hydrochloride). Isolated yield 198.1%. Reaction SMILES: Cl.C([NH:5][CH2:6][C:7]1[CH:12]=[CH:11][C:10]([CH3:13])=[C:9]([Cl:14])[CH:8]=1)(=O)C>C(O)C>[ClH:14].[NH2:5][CH2:6][C:7]1[CH:12]=[CH:11][C:10]([CH3:13])=[C:9]([Cl:14])[CH:8]=1 |f:3.4|. Reported procedure: To a mixture of 80 ml of concentrated hydrochloric acid and 8 ml of ethanol, was added 8.0 g of 4-acetamidomethyl-2-chlorotoluene. The stirred mixture was heated overnight under reflux. The solvent was removed by distillation and the residue was washed out with acetone to yield 7.7 g of 4-aminomethyl-2-chlorotoluene hydrochloride; m.p. ≤242° C. Starting materials: Br.BrC1=CC=C(C=C1)C=1N=C(SC1)N (4-(4-bromophenyl)-2-thiazolamine monohydrobromide), CC1=C(C=C(C=C1)NC(=O)C1=CC(=NC=C1)N1CCCC1)B1OC(C(O1)(C)C)(C)C (N-[4-methyl-3-(4,4,5,5-tetramethyl-[1,3,2]-dioxaborolan-2-yl)phenyl]-2-(1-pyrrolidinyl)-4-pyridinecarboxamide), CC1=C(C=C(C=C1)NC(=O)C1=CC(=NC=C1)N1CCCC1)B1OC(C(O1)(C)C)(C)C (N-[4-methyl-3-(4,4,5,5-tetramethyl-[1,3,2]-dioxaborolan-2-yl)phenyl]-2-(1-pyrrolidinyl)-4-pyridinecarboxamide). Yields the product NC=1SC=C(N1)C1=CC=C(C=C1)C1=CC(=CC=C1C)NC(=O)C1=CC(=NC=C1)N1CCCC1 (N-[4′-(2-Amino-4-thiazolyl)-6-methyl-[1,1′-biphenyl]-3-yl]-2-(1-pyrrolidinyl)-4-pyridinecarboxamide). As a reaction SMILES: Br.Br[C:3]1[CH:8]=[CH:7][C:6]([C:9]2[N:10]=[C:11]([NH2:14])[S:12][CH:13]=2)=[CH:5][CH:4]=1.[CH3:15][C:16]1[CH:21]=[CH:20][C:19]([NH:22][C:23]([C:25]2[CH:30]=[CH:29][N:28]=[C:27]([N:31]3[CH2:35][CH2:34][CH2:33][CH2:32]3)[CH:26]=2)=[O:24])=[CH:18][C:17]=1B1OC(C)(C)C(C)(C)O1>>[NH2:14][C:11]1[S:12][CH:13]=[C:9]([C:6]2[CH:7]=[CH:8][C:3]([C:17]3[C:16]([CH3:15])=[CH:21][CH:20]=[C:19]([NH:22][C:23]([C:25]4[CH:30]=[CH:29][N:28]=[C:27]([N:31]5[CH2:32][CH2:33][CH2:34][CH2:35]5)[CH:26]=4)=[O:24])[CH:18]=3)=[CH:4][CH:5]=2)[N:10]=1 |f:0.1|. Procedure details: Example 9 was prepared using using 4-(4-bromophenyl)-2-thiazolamine monohydrobromide and N-[4-methyl-3-(4,4,5,5-tetramethyl-[1,3,2]-dioxaborolan-2-yl)phenyl]-2-(1-pyrrolidinyl)-4-pyridinecarboxamide (Intermediate 20).